From a dataset of the Open Reaction Database (ORD), a public repository of structured organic reaction records. describe an organic reaction: reactants, conditions, products, and yield Reaction SMILES: [Br:19][CH:20]([C:21](=[O:22])[O:23][CH2:24][CH3:25])[CH2:26][CH3:27].[C:1](=[O:2])([O-:3])[O-:4].[CH3:7][C:8]#[N:9].[K+:5].[K+:6].[OH2:28].[OH:10][c:11]1[cH:12][cH:13][c:14]([C:17]#[N:18])[cH:15][cH:16]1>>[O:10]([c:11]1[cH:12][cH:13][c:14]([C:17]#[N:18])[cH:15][cH:16]1)[CH:20]([C:21](=[O:22])[O:23][CH2:24][CH3:25])[CH2:26][CH3:27]. Starting materials: CCOC(=O)C(Br)CC, O=C([O-])[O-], CC#N, [K+], [K+], O, N#Cc1ccc(O)cc1. The product is CCOC(=O)C(CC)Oc1ccc(C#N)cc1. Starting materials: CC=1C(=NC=CC1)C1N(C(CCC1)C1=NC=CC=C1C)CC1=C(C=CC=C1)CO ([2-(3,3″-dimethyl-3′,4′,5′,6′-tetrahydro-2′H-[2,2′;6′,2″]terpyridin-1′-ylmethyl)-phenyl]-methanol), C(C)N(CC)S(F)(F)F ((diethylamino)sulfur trifluoride). The solvent is C(Cl)Cl (CH2Cl2). Run at time 15 minute. The product is FCC1=C(CN2C(CCCC2C2=NC=CC=C2C)C2=NC=CC=C2C)C=CC=C1 (1′-(2-Fluoromethyl-benzyl)-3,3″-dimethyl-1′,2′,3′,4′,5′,6′-hexahydro-[2,2′;6′,2″]terpyridine). Isolated yield 29.3%. RXN SMILES: [CH3:1][C:2]1[C:3]([CH:8]2[CH2:13][CH2:12][CH2:11][CH:10]([C:14]3[C:19]([CH3:20])=[CH:18][CH:17]=[CH:16][N:15]=3)[N:9]2[CH2:21][C:22]2[CH:27]=[CH:26][CH:25]=[CH:24][C:23]=2[CH2:28]O)=[N:4][CH:5]=[CH:6][CH:7]=1.C(N(S(F)(F)[F:36])CC)C>C(Cl)Cl>[F:36][CH2:28][C:23]1[CH:24]=[CH:25][CH:26]=[CH:27][C:22]=1[CH2:21][N:9]1[CH:10]([C:14]2[C:19]([CH3:20])=[CH:18][CH:17]=[CH:16][N:15]=2)[CH2:11][CH2:12][CH2:13][CH:8]1[C:3]1[C:2]([CH3:1])=[CH:7][CH:6]=[CH:5][N:4]=1. Procedure: To a cold (0° C.) solution of [2-(3,3″-dimethyl-3′,4′,5′,6′-tetrahydro-2′H-[2,2′;6′,2″]terpyridin-1′-ylmethyl)-phenyl]-methanol (0.107 g,0.28 mmol) in CH2Cl2 (3 mL) was added (diethylamino)sulfur trifluoride (80 μL, 0.61 mmol). After 15 minutes, the cooling bath was removed and the reaction mixture was warmed to room temperature. After an additional 3 hours, the reaction mixture was treated with saturated aqueous NaHCO3 (5 mL) and extracted with CH2Cl2 (4×10 mL). The combined organic extracts we... The reactants are N1(CCOCC1)C1=NC(=NC(=N1)N1CCOCC1)C1=CC=C(N)C=C1 (4-(4,6-dimorpholin-4-yl-1,3,5-triazin-2-yl)aniline), C1(=CC=CC=C1)N=C=O (phenyl isocyanate). Product: N1(CCOCC1)C1=NC(=NC(=N1)N1CCOCC1)C1=CC=C(C=C1)NC(=O)NC1=CC=CC=C1 (1-[4-(4,6-dimorpholin-4-yl-1,3,5-triazin-2-yl)phenyl]-3-phenylurea). RXN SMILES: [N:1]1([C:7]2[N:12]=[C:11]([N:13]3[CH2:18][CH2:17][O:16][CH2:15][CH2:14]3)[N:10]=[C:9]([C:19]3[CH:25]=[CH:24][C:22]([NH2:23])=[CH:21][CH:20]=3)[N:8]=2)[CH2:6][CH2:5][O:4][CH2:3][CH2:2]1.[C:26]1([N:32]=[C:33]=[O:34])[CH:31]=[CH:30][CH:29]=[CH:28][CH:27]=1>>[N:1]1([C:7]2[N:12]=[C:11]([N:13]3[CH2:18][CH2:17][O:16][CH2:15][CH2:14]3)[N:10]=[C:9]([C:19]3[CH:25]=[CH:24][C:22]([NH:23][C:33]([NH:32][C:26]4[CH:31]=[CH:30][CH:29]=[CH:28][CH:27]=4)=[O:34])=[CH:21][CH:20]=3)[N:8]=2)[CH2:2][CH2:3][O:4][CH2:5][CH2:6]1. Reported procedure: Starting from 4-(4,6-dimorpholin-4-yl-1,3,5-triazin-2-yl)aniline (140 mg, 0.40 mmoles) and phenyl isocyanate (72 mg, 0.61 mmoles), the title compound was isolated as a white solid. The product was purified by Silica gel column chromatography by eluting it with ethyl acetate. Yield: 0.128 g (68%) (M+H)=462.3